Dataset: the Open Reaction Database (ORD), a public repository of structured organic reaction records. Task: describe an organic reaction: reactants, conditions, products, and yield The reactants are O=C(OCc1ccccc1)N1CCN(Cc2ccc(Br)cc2)CC1, CCOC(=O)C(C(=O)OCC)c1ccc(CN2CCN(C(=O)OCc3ccccc3)C(C)C2)cc1. Yields the product CCOC(=O)C(C(=O)OCC)c1ccc(CN2CCN(C(=O)OCc3ccccc3)CC2)cc1. RXN SMILES: [Br:1][c:2]1[cH:3][cH:4][c:5]([CH2:6][N:7]2[CH2:8][CH2:9][N:10]([C:11]([O:12][CH2:13][c:14]3[cH:15][cH:16][cH:17][cH:18][cH:19]3)=[O:20])[CH2:21][CH2:22]2)[cH:23][cH:24]1.[CH3:25][CH:26]1[CH2:27][N:28]([CH2:42][c:43]2[cH:44][cH:45][c:46]([CH:49]([C:50](=[O:51])[O:52][CH2:53][CH3:54])[C:55](=[O:56])[O:57][CH2:58][CH3:59])[cH:47][cH:48]2)[CH2:29][CH2:30][N:31]1[C:32](=[O:33])[O:34][CH2:35][c:36]1[cH:37][cH:38][cH:39][cH:40][cH:41]1>>[CH2:26]1[CH2:27][N:28]([CH2:42][c:43]2[cH:44][cH:45][c:46]([CH:49]([C:50](=[O:51])[O:52][CH2:53][CH3:54])[C:55](=[O:56])[O:57][CH2:58][CH3:59])[cH:47][cH:48]2)[CH2:29][CH2:30][N:31]1[C:32](=[O:33])[O:34][CH2:35][c:36]1[cH:37][cH:38][cH:39][cH:40][cH:41]1. Isolated yield 3.6%. Reported procedure: In a 100 ml apparatus, there were combined 7.1 g (0.075 mol) of Me2SiHCl, 8.7 g (0.075 mol) of Et3SiH, and 6.8 g (0.075 mol) of methallyl chloride. Pt catalyst solution (0.01 ml) was added at 32° C., causing an exothermic reaction to 94° C. in 4 min. Distillation of the complete reaction yielded 81.1% Me2SiClCH2CHMeCH2Cl and 3.6% Et3SiCH2CHMeCH2Cl. Et3SiH does promote slightly the reaction of Me2SiHCl with methallyl chloride. As a reaction SMILES: [SiH:1]([Cl:4])([CH3:3])[CH3:2].[SiH:5]([CH2:10][CH3:11])([CH2:8][CH3:9])[CH2:6][CH3:7].[CH2:12]([Cl:16])[C:13](=[CH2:15])[CH3:14]>>[Si:1]([CH2:14][CH:13]([CH2:12][Cl:16])[CH3:15])([CH3:3])([CH3:2])[Cl:4].[Si:5]([CH2:14][CH:13]([CH2:12][Cl:16])[CH3:15])([CH2:10][CH3:11])([CH2:8][CH3:9])[CH2:6][CH3:7]. The reactants are C(C(C)=C)Cl (methallyl chloride), solution, [SiH](C)(C)Cl (Me2SiHCl), [SiH](CC)(CC)CC (Et3SiH). Yields the product [Si](Cl)(C)(C)CC(C)CCl (Me2SiClCH2CHMeCH2Cl), [Si](CC)(CC)(CC)CC(C)CCl (Et3SiCH2CHMeCH2Cl). Solvent: CCO (EtOH). Procedure: tert-Butyl 6-amino-2-fluoropyridine-3-carboxylate (0.7 g, 0.0033 mol) in EtOH (25 ml) was treated with potassium tert-butoxide (0.39 g, 0.0035mol) and the mixture was heated under reflux overnight. After cooling to room temperature, saturated NaHCO3 solution was added and the precipitated solid was collected by filtration and dried/n vacuo to give tert-butyl 6-amino-2-ethoxypyridine-3-carboxylate(0.6 g). RXN SMILES: [NH2:1][C:2]1[N:7]=[C:6](F)[C:5]([C:9]([O:11][C:12]([CH3:15])([CH3:14])[CH3:13])=[O:10])=[CH:4][CH:3]=1.[CH3:16][C:17](C)([O-:19])C.[K+].C([O-])(O)=O.[Na+]>CCO>[NH2:1][C:2]1[N:7]=[C:6]([O:19][CH2:17][CH3:16])[C:5]([C:9]([O:11][C:12]([CH3:15])([CH3:14])[CH3:13])=[O:10])=[CH:4][CH:3]=1 |f:1.2,3.4|. Isolated yield 76.3%. Reactants: NC1=CC=C(C(=N1)F)C(=O)OC(C)(C)C (tert-Butyl 6-amino-2-fluoropyridine-3-carboxylate), CC(C)([O-])C.[K+] (potassium tert-butoxide), C(=O)(O)[O-].[Na+] (NaHCO3). Product: NC1=CC=C(C(=N1)OCC)C(=O)OC(C)(C)C (tert-butyl 6-amino-2-ethoxypyridine-3-carboxylate). Starting materials: CC12CCCC(=CBr)C1CC(=O)CC2, O=C([O-])O, CS(C)=O, O=C(O)c1ccccc1I(=O)=O, [Na+]. Yields the product CC12C=CC(=O)CC1C(=CBr)CCC2. RXN SMILES: [Br:13][CH:14]=[C:15]1[CH2:16][CH2:17][CH2:18][C:19]2([CH3:26])[CH2:20][CH2:21][C:22](=[O:25])[CH2:23][CH:24]12.[C:27](=[O:28])([O-:29])[OH:30].[CH3:32][S:33](=[O:34])[CH3:35].[I:1]([c:2]1[cH:3][cH:4][cH:5][cH:6][c:7]1[C:8]([OH:9])=[O:10])(=[O:11])=[O:12].[Na+:31]>>[Br:13][CH:14]=[C:15]1[CH2:16][CH2:17][CH2:18][C:19]2([CH3:26])[CH:20]=[CH:21][C:22](=[O:25])[CH2:23][CH:24]12.